This data is from the Open Reaction Database (ORD), a public repository of structured organic reaction records. The task is: describe an organic reaction: reactants, conditions, products, and yield Starting materials: CCc1nc2c(cnn2CC)c(NC2CCOCC2)c1CNC(=O)c1cccc(C(=O)NCc2cccc(-c3cccc(C=O)c3)c2)n1, CC(=O)O, CS(C)=O, CC(C)(C)OC(=O)N1CCNCC1. The product is CCc1nc2c(cnn2CC)c(NC2CCOCC2)c1CNC(=O)c1cccc(C(=O)NCc2cccc(-c3cccc(CN4CCNCC4)c3)c2)n1. Reaction SMILES: [CH2:1]([CH3:2])[n:3]1[n:4][cH:5][c:6]2[c:7]1[n:8][c:9]([CH2:47][CH3:48])[c:10]([CH2:19][NH:20][C:21](=[O:22])[c:23]1[n:24][c:25]([C:29](=[O:30])[NH:31][CH2:32][c:33]3[cH:34][c:35](-[c:39]4[cH:40][c:41]([CH:45]=[O:46])[cH:42][cH:43][cH:44]4)[cH:36][cH:37][cH:38]3)[cH:26][cH:27][cH:28]1)[c:11]2[NH:12][CH:13]1[CH2:14][CH2:15][O:16][CH2:17][CH2:18]1.[CH3:62][C:63](=[O:64])[OH:65].[CH3:66][S:67]([CH3:68])=[O:69].[N:49]1([C:55]([O:56][C:57]([CH3:58])([CH3:59])[CH3:60])=[O:61])[CH2:50][CH2:51][NH:52][CH2:53][CH2:54]1>>[CH2:1]([CH3:2])[n:3]1[n:4][cH:5][c:6]2[c:7]1[n:8][c:9]([CH2:47][CH3:48])[c:10]([CH2:19][NH:20][C:21](=[O:22])[c:23]1[n:24][c:25]([C:29](=[O:30])[NH:31][CH2:32][c:33]3[cH:34][c:35](-[c:39]4[cH:40][c:41]([CH2:45][N:49]5[CH2:50][CH2:51][NH:52][CH2:53][CH2:54]5)[cH:42][cH:43][cH:44]4)[cH:36][cH:37][cH:38]3)[cH:26][cH:27][cH:28]1)[c:11]2[NH:12][CH:13]1[CH2:14][CH2:15][O:16][CH2:17][CH2:18]1. Reactants: [BH3-]C#N, C=O, CC#N, CC(=O)O, Nc1ccc(-n2nc3c4ccccc4[nH]cc-3c2=O)cc1, [Na+], [Na+], [OH-], O. Product: CNc1ccc(-n2nc3c4ccccc4[nH]cc-3c2=O)cc1. As a reaction SMILES: [C:24]([BH3-:25])#[N:26].[CH2:22]=[O:23].[CH3:28][C:29]#[N:30].[CH3:34][C:35](=[O:36])[OH:37].[NH2:1][c:2]1[cH:3][cH:4][c:5](-[n:8]2[n:9][c:10]3[c:19]4[c:14]([nH:13][cH:12][c:11]-3[c:20]2=[O:21])[cH:15][cH:16][cH:17][cH:18]4)[cH:6][cH:7]1.[Na+:27].[Na+:33].[OH-:32].[OH2:31]>>[NH:1]([c:2]1[cH:3][cH:4][c:5](-[n:8]2[n:9][c:10]3[c:19]4[c:14]([nH:13][cH:12][c:11]-3[c:20]2=[O:21])[cH:15][cH:16][cH:17][cH:18]4)[cH:6][cH:7]1)[CH3:24]. Yields the product C(CCCCC)N[C@@H]1CC[C@H](CC1)C1=CC=CC=C1 (trans-N-hexyl-4-phenylcyclohexylamine). Starting materials: C1(=CC=CC=C1)C1CCC(CC1)=O (4-phenylcyclohexanone), C(CCCCC)N (hexylamine), petroleum ether ethyl acetate. As a reaction SMILES: [C:1]1([CH:7]2[CH2:12][CH2:11][C:10](=O)[CH2:9][CH2:8]2)[CH:6]=[CH:5][CH:4]=[CH:3][CH:2]=1.[CH2:14]([NH2:20])[CH2:15][CH2:16][CH2:17][CH2:18][CH3:19]>>[CH2:14]([NH:20][C@H:10]1[CH2:11][CH2:12][C@H:7]([C:1]2[CH:6]=[CH:5][CH:4]=[CH:3][CH:2]=2)[CH2:8][CH2:9]1)[CH2:15][CH2:16][CH2:17][CH2:18][CH3:19]. Procedure: from 4-phenylcyclohexanone and hexylamine. Colourless oil. Rf value: 0.25 (alumina, petroleum ether/ethyl acetate 9:1, v:v). Reactants: BrC1=C2C=CN=CC2=CC=C1 (5-bromoisoquinoline), tris(dibenzylideneacetone)palladium(0), C(C)(C)(C)P(C1=C(C=CC=C1)C1=CC=CC=C1)C(C)(C)C (2-(di-tert-butylphosphino)biphenyl), C(C)(C)(C)OC(=O)N[C@@H]1CC[C@H](CC1)N (trans-4-(N-tert-butoxycarbonylamino)cyclohexylamine), CC(C)([O-])C.[Na+] (sodium tert-butoxide). Solvent: C1(=CC=CC=C1)C (toluene). Conditions: temperature 70 celsius. Yields the product C(C)(C)(C)OC(=O)N[C@@H]1CC[C@H](CC1)NC1=C2C=CN=CC2=CC=C1 (trans-N-(tert-butoxycarbonyl)-N′-(5-isoquinolyl)-1,4-cyclohexanediamine). Isolated yield 42.0%. RXN SMILES: Br[C:2]1[CH:11]=[CH:10][CH:9]=[C:8]2[C:3]=1[CH:4]=[CH:5][N:6]=[CH:7]2.C(P(C(C)(C)C)C1C=CC=CC=1C1C=CC=CC=1)(C)(C)C.[C:33]([O:37][C:38]([NH:40][C@H:41]1[CH2:46][CH2:45][C@H:44]([NH2:47])[CH2:43][CH2:42]1)=[O:39])([CH3:36])([CH3:35])[CH3:34].CC(C)([O-])C.[Na+]>C1(C)C=CC=CC=1>[C:33]([O:37][C:38]([NH:40][C@H:41]1[CH2:42][CH2:43][C@H:44]([NH:47][C:2]2[CH:11]=[CH:10][CH:9]=[C:8]3[C:3]=2[CH:4]=[CH:5][N:6]=[CH:7]3)[CH2:45][CH2:46]1)=[O:39])([CH3:36])([CH3:34])[CH3:35] |f:3.4|. Procedure details: Under nitrogen atmosphere, a suspension of 5-bromoisoquinoline (100 mg), tris(dibenzylideneacetone)palladium(0) (23 mg), 2-(di-tert-butylphosphino)biphenyl (29 mg), Intermediate 40 (122 mg) and sodium tert-butoxide (66 mg) in toluene was stirred with heating at 70° C. for 3.5 hours. The reaction mixture was cooled to room temperature and purified by silica gel column chromatography (n-hexane:ethyl acetate=1:1) to obtain the title compound (69 mg).